From a dataset of the Open Reaction Database (ORD), a public repository of structured organic reaction records. describe an organic reaction: reactants, conditions, products, and yield Starting materials: OCC(C(=O)O)=C (2-(hydroxymethyl)acrylic acid), [Si](C1=CC=CC=C1)(C1=CC=CC=C1)(C(C)(C)C)Cl (tert-butyldiphenylsilyl chloride), N1C=NC=C1 (imidazole), Cl (hydrochloric acid). Solvent: CN(C)C=O (DMF). Conditions: time 2 hour. Yields the product [Si](C1=CC=CC=C1)(C1=CC=CC=C1)(C(C)(C)C)OCC(C(=O)OCC)=C (Ethyl 2-({[tert-butyl(diphenyl)silyl]oxy}methyl)acrylate). Yield: 71.9%. As a reaction SMILES: [OH:1][CH2:2][C:3](=[CH2:7])[C:4]([OH:6])=[O:5].[Si:8](Cl)([C:21]([CH3:24])([CH3:23])[CH3:22])([C:15]1[CH:20]=[CH:19][CH:18]=[CH:17][CH:16]=1)[C:9]1[CH:14]=[CH:13][CH:12]=[CH:11][CH:10]=1.N1[CH:30]=[CH:29]N=C1.Cl>CN(C=O)C>[Si:8]([O:1][CH2:2][C:3](=[CH2:7])[C:4]([O:6][CH2:29][CH3:30])=[O:5])([C:21]([CH3:24])([CH3:23])[CH3:22])([C:15]1[CH:20]=[CH:19][CH:18]=[CH:17][CH:16]=1)[C:9]1[CH:14]=[CH:13][CH:12]=[CH:11][CH:10]=1. Reported procedure: To a solution of 2-(hydroxymethyl)acrylic acid (520 mg) in DMF (5.0 mL) were added tert-butyldiphenylsilyl chloride (1.65 g) and imidazole (680 mg) and the reaction mixture was stirred at room temperature for 2 hours. The reaction mixture was poured into 1N hydrochloric acid and extracted with ethyl acetate. The organic layer was washed with an aqueous saturated sodium hydrogen carbonate solution and brine, dried over magnesium sulfate, and concentrated in vacuum condition. The obtained residue ... Starting materials: CC(C)(C)[Si](O[C@H]1[C@@H](O[C@@H]([C@H]1O[Si](C)(C)C(C)(C)C)CO[Si](C)(C)C(C)(C)C)N1C(=O)NC(=O)C=C1)(C)C (2',3',5'-tris-O-((1,1-dimethylethyl)dimethylsilyl)uridine), O(C1=CC=CC=C1)C=1C=C(C=O)C=CC1 (3-phenoxybenzaldehyde). Product: OC(C=1C(NC(N([C@H]2[C@H](O[Si](C)(C)C(C)(C)C)[C@H](O[Si](C)(C)C(C)(C)C)[C@@H](CO[Si](C)(C)C(C)(C)C)O2)C1)=O)=O)C1=CC(=CC=C1)OC1=CC=CC=C1 (5-(Hydroxy-((3-phenoxy)phenyl)methyl)-2',3',5'-tris-O-((1,1-dimethylethyl)dimethylsilyl)uridine). RXN SMILES: [CH3:1][C:2]([Si:5]([CH3:38])([CH3:37])[O:6][C@@H:7]1[C@H:11]([O:12][Si:13]([C:16]([CH3:19])([CH3:18])[CH3:17])([CH3:15])[CH3:14])[C@@H:10]([CH2:20][O:21][Si:22]([C:25]([CH3:28])([CH3:27])[CH3:26])([CH3:24])[CH3:23])[O:9][C@H:8]1[N:29]1[CH:36]=[CH:35][C:33](=[O:34])[NH:32][C:30]1=[O:31])([CH3:4])[CH3:3].[O:39]([C:46]1[CH:47]=[C:48]([CH:51]=[CH:52][CH:53]=1)[CH:49]=[O:50])[C:40]1[CH:45]=[CH:44][CH:43]=[CH:42][CH:41]=1>>[OH:50][CH:49]([C:48]1[CH:51]=[CH:52][CH:53]=[C:46]([O:39][C:40]2[CH:45]=[CH:44][CH:43]=[CH:42][CH:41]=2)[CH:47]=1)[C:35]1[C:33](=[O:34])[NH:32][C:30](=[O:31])[N:29]([CH:36]=1)[C@@H:8]1[O:9][C@H:10]([CH2:20][O:21][Si:22]([C:25]([CH3:26])([CH3:27])[CH3:28])([CH3:23])[CH3:24])[C@@H:11]([O:12][Si:13]([C:16]([CH3:17])([CH3:18])[CH3:19])([CH3:14])[CH3:15])[C@H:7]1[O:6][Si:5]([C:2]([CH3:1])([CH3:3])[CH3:4])([CH3:38])[CH3:37]. Procedure details: 5-(Hydroxy-((3-phenoxy)phenyl)methyl)-2',3',5'-tris-O-((1,1-dimethylethyl)dimethylsilyl)uridine was prepared from 2',3',5'-tris-O-((1,1-dimethylethyl)dimethylsilyl)uridine according to the method of Example 1 step (i) (using 3-phenoxybenzaldehyde instead of benzophenone) as a colourless foam. As a reaction SMILES: [F-].C([N+](CCCC)(CCCC)CCCC)CCC.C([Si](C1C=CC=CC=1)(C1C=CC=CC=1)[O:24][CH2:25][CH2:26][CH2:27][CH2:28][CH2:29][CH2:30][CH2:31][CH2:32][CH2:33][CH2:34][CH2:35][CH:36]([S:57]([C:60]1[CH:65]=[CH:64][CH:63]=[CH:62][CH:61]=1)(=[O:59])=[O:58])[CH2:37][CH2:38][CH2:39][CH2:40]/[CH:41]=[CH:42]\[CH2:43]/[CH:44]=[CH:45]\[CH2:46]/[CH:47]=[CH:48]\[CH2:49]/[CH:50]=[CH:51]\[CH2:52][CH2:53][CH2:54][CH2:55][CH3:56])(C)(C)C.O>C1COCC1>[C:60]1([S:57]([CH:36]([CH2:37][CH2:38][CH2:39][CH2:40]/[CH:41]=[CH:42]\[CH2:43]/[CH:44]=[CH:45]\[CH2:46]/[CH:47]=[CH:48]\[CH2:49]/[CH:50]=[CH:51]\[CH2:52][CH2:53][CH2:54][CH2:55][CH3:56])[CH2:35][CH2:34][CH2:33][CH2:32][CH2:31][CH2:30][CH2:29][CH2:28][CH2:27][CH2:26][CH2:25][OH:24])(=[O:58])=[O:59])[CH:61]=[CH:62][CH:63]=[CH:64][CH:65]=1 |f:0.1|. The solvent is C1CCOC1 (THF). The product is C1(=CC=CC=C1)S(=O)(=O)C(CCCCCCCCCCCO)CCCC\C=C/C\C=C/C\C=C/C\C=C/CCCCC ((17Z,20Z,23Z,26Z)-12-(Phenylsulfonyl)dotriaconta-17,20,23,26-tetraen-1-ol). Isolated yield 65.6%. Reaction conditions: time 1 hour. Reported procedure: Tetrabutylammonium fluoride (1 M solution in THF, 0.764 mL, 0.764 mmol) was added drop wise to a stirred solution of tert-butyldiphenyl((17Z,20Z,23Z,26Z)-12-(phenylsulfonyl)dotriaconta-17,20,23,26-tetra-enyloxy)silane (0.16 g, 0.191 mmol) in dry THF (2 mL) and stirring was continued for 1 h. Upon completion of reaction as judged y TLC, water (3 mL) was added and the reaction mixture was extracted with ethyl acetate (3×15 mL). The combined organic extracts were washed with brine, dried over MgSO4... The reactants are [F-].C(CCC)[N+](CCCC)(CCCC)CCCC (Tetrabutylammonium fluoride), C(C)(C)(C)[Si](OCCCCCCCCCCCC(CCCC\C=C/C\C=C/C\C=C/C\C=C/CCCCC)S(=O)(=O)C1=CC=CC=C1)(C1=CC=CC=C1)C1=CC=CC=C1 (tert-butyldiphenyl((17Z,20Z,23Z,26Z)-12-(phenylsulfonyl)dotriaconta-17,20,23,26-tetra-enyloxy)silane), O (water).